This data is from the Open Reaction Database (ORD), a public repository of structured organic reaction records. The task is: describe an organic reaction: reactants, conditions, products, and yield Reactants: C1CCOC1, Cc1ccccc1, NCc1ccc(N2C3CCCC2CC3)c(C(F)(F)F)c1, O=C(Cl)Cl, COC(=O)n1ncc2c(N)cccc21. Product: COC(=O)n1ncc2c(NC(=O)NCc3ccc(N4C5CCCC4CC5)c(C(F)(F)F)c3)cccc21. Reaction SMILES: [CH2:46]1[O:47][CH2:48][CH2:49][CH2:50]1.[CH3:39][c:40]1[cH:41][cH:42][cH:43][cH:44][cH:45]1.[CH:19]12[CH2:20][CH2:21][CH2:22][CH:23]([CH2:24][CH2:25]1)[N:26]2[c:27]1[c:28]([C:35]([F:36])([F:37])[F:38])[cH:29][c:30]([CH2:31][NH2:32])[cH:33][cH:34]1.[Cl:15][C:16]([Cl:17])=[O:18].[NH2:1][c:2]1[c:3]2[cH:4][n:5][n:6]([C:11](=[O:12])[O:13][CH3:14])[c:7]2[cH:8][cH:9][cH:10]1>>[NH:1]([c:2]1[c:3]2[cH:4][n:5][n:6]([C:11](=[O:12])[O:13][CH3:14])[c:7]2[cH:8][cH:9][cH:10]1)[C:16](=[O:18])[NH:32][CH2:31][c:30]1[cH:29][c:28]([C:35]([F:36])([F:37])[F:38])[c:27]([N:26]2[CH:19]3[CH2:20][CH2:21][CH2:22][CH:23]2[CH2:24][CH2:25]3)[cH:34][cH:33]1. Reported procedure: 0.5 Moles of n-undecyl cyanide and 0.5 moles of diethyl oxalate are mixed in 1,000 ml of dimethylformamide. To this solution is added with ice cooling 0.52 moles of potassium t-butoxide. The mixture is allowed to stir overnight at room temperature. Following evaporation (rotary evaporator under vacuum) of most of the dimethylformamide the residue is mixed with 3 liters of diethyl ether followed by the addition of 1 liter water. The mixture is acidified with concentrated hydrochloric acid to a pH... The product is C(C)OC(C(C(CCCCCCCCCC)C#N)=O)=O (3-cyano-2-oxotridecanoic acid ethyl ester). The reactants are C(CCCCCCCCCC)C#N (n-undecyl cyanide), C(C(=O)OCC)(=O)OCC (diethyl oxalate), ice, CC(C)([O-])C.[K+] (potassium t-butoxide). RXN SMILES: [CH2:1]([C:12]#[N:13])[CH2:2][CH2:3][CH2:4][CH2:5][CH2:6][CH2:7][CH2:8][CH2:9][CH2:10][CH3:11].[C:14](OCC)(=[O:20])[C:15]([O:17][CH2:18][CH3:19])=[O:16].CC(C)([O-])C.[K+]>CN(C)C=O>[CH2:18]([O:17][C:15](=[O:16])[C:14](=[O:20])[CH:1]([C:12]#[N:13])[CH2:2][CH2:3][CH2:4][CH2:5][CH2:6][CH2:7][CH2:8][CH2:9][CH2:10][CH3:11])[CH3:19] |f:2.3|. Reaction conditions: time 8 hour. The solvent is CN(C=O)C (dimethylformamide). Reaction SMILES: [Br:1][c:2]1[cH:3][cH:4][c:5](-[c:8]2[o:9][c:10]([CH3:20])[c:11]([CH2:13][CH2:14][N:15]3[CH2:16][CH2:17][CH2:18][CH2:19]3)[n:12]2)[cH:6][cH:7]1.[Cl:30][CH2:31][Cl:32].[Na+:33].[Na+:34].[O-:35][C:36](=[O:37])[O-:38].[O:39]1[CH2:40][CH2:41][O:42][CH2:43][CH2:44]1.[n:21]1[cH:22][cH:23][c:24]([B:27]([OH:28])[OH:29])[cH:25][cH:26]1>>[c:2]1(-[c:24]2[cH:23][cH:22][n:21][cH:26][cH:25]2)[cH:3][cH:4][c:5](-[c:8]2[o:9][c:10]([CH3:20])[c:11]([CH2:13][CH2:14][N:15]3[CH2:16][CH2:17][CH2:18][CH2:19]3)[n:12]2)[cH:6][cH:7]1. The reactants are Cc1oc(-c2ccc(Br)cc2)nc1CCN1CCCC1, ClCCl, [Na+], [Na+], O=C([O-])[O-], C1COCCO1, OB(O)c1ccncc1. Product: Cc1oc(-c2ccc(-c3ccncc3)cc2)nc1CCN1CCCC1. Starting materials: BrC=1C(=C(C(=O)OC)C=C(C1F)F)F (methyl 3-bromo-2,4,5-trifluoro-benzoate), [Cu](C#N)C#N (copper cyanide). Run in CN(C=O)C (dimethylformamide). Product: C(#N)C=1C(=C(C(=O)OC)C=C(C1F)F)F (methyl 3-cyano-2,4,5-trifluoro-benzoate). Isolated yield 66.2%. Reaction SMILES: Br[C:2]1[C:3]([F:14])=[C:4]([CH:9]=[C:10]([F:13])[C:11]=1[F:12])[C:5]([O:7][CH3:8])=[O:6].[Cu](C#N)[C:16]#[N:17]>CN(C)C=O>[C:16]([C:2]1[C:3]([F:14])=[C:4]([CH:9]=[C:10]([F:13])[C:11]=1[F:12])[C:5]([O:7][CH3:8])=[O:6])#[N:17]. Procedure details: 269 g of methyl 3-bromo-2,4,5-trifluoro-benzoate and 108 g of copper cyanide are heated to reflux for 5 hours in 400 ml of dimethylformamide. All volatile constituents of the reaction mixture are then removed by distillation in vacuo. The distillate is then fractionated on a column. 133 g of methyl 3-cyano-2,4,5-trifluoro-benzoate of boiling point 88-89° C./0.01 mbar are obtained. The reactants are Cl.COC=1C=C(C=CC1)C1CCN(CC1)CCCC1=CC=CC=C1 (4-(3-methoxyphenyl)-1-(3-phenylpropyl)piperidine hydrochloride). The solvent is Br (HBr). Yields the product Cl.OC=1C=C(C=CC1)C1CCN(CC1)CCCC1=CC=CC=C1 (4-(3-hydroxyphenyl)-1-(3-phenylpropyl)piperidine hydrochloride). As a reaction SMILES: [ClH:1].C[O:3][C:4]1[CH:5]=[C:6]([CH:10]2[CH2:15][CH2:14][N:13]([CH2:16][CH2:17][CH2:18][C:19]3[CH:24]=[CH:23][CH:22]=[CH:21][CH:20]=3)[CH2:12][CH2:11]2)[CH:7]=[CH:8][CH:9]=1>Br>[ClH:1].[OH:3][C:4]1[CH:5]=[C:6]([CH:10]2[CH2:15][CH2:14][N:13]([CH2:16][CH2:17][CH2:18][C:19]3[CH:20]=[CH:21][CH:22]=[CH:23][CH:24]=3)[CH2:12][CH2:11]2)[CH:7]=[CH:8][CH:9]=1 |f:0.1,3.4|. Procedure details: ) 6.7 g 4-(3-methoxyphenyl)-1-(3-phenylpropyl)piperidine hydrochloride was refluxed with 80 ml 48% HBr for an hour. The products were cooled, the aqueous layer decanted and concentrated in vacuo. The resulting residue and insolubles were treated with excess saturated sodium bicarbonate and extracted with methylene chloride twice. The methylene chloride layer was washed twice with saturated bicarbonate and dried over magnesium sulfate and concentrated in vacuo. The resulting viscous oil was taken... Starting materials: TEA, C1(=CC=C(C=C1)S(=O)(=O)N1[C@@H](CSCC1)C(=O)O)C ((3R)-4-(Toluene-4-sulfonyl)-thiomorpholine-3-carboxylic acid), Cl.C(C)OC([C@@H](N)CC(C)C)=O (L-leucine ethyl ester hydrochloride), C1CCC(CC1)N=C=NC2CCCCC2 (DCC). Reagents/catalysts: CN(C)C=1C=CN=CC1 (DMAP). The solvent is C(Cl)Cl (CH2Cl2). Yields the product C(C)OC([C@H](CC(C)C)NC(=O)[C@H]1N(CCSC1)S(=O)(=O)C1=CC=C(C=C1)C)=O ((2S)-4-Methyl-2-{[(3R)-4-(toluene-4-sulfonyl)-thiomorpholine-3-carbonyl]-amino}-pentanoic acid ethyl ester). As a reaction SMILES: [C:1]1([CH3:19])[CH:6]=[CH:5][C:4]([S:7]([N:10]2[CH2:15][CH2:14][S:13][CH2:12][C@H:11]2[C:16]([OH:18])=O)(=[O:9])=[O:8])=[CH:3][CH:2]=1.Cl.[CH2:21]([O:23][C:24](=[O:31])[C@H:25]([CH2:27][CH:28]([CH3:30])[CH3:29])[NH2:26])[CH3:22].C1CCC(N=C=NC2CCCCC2)CC1>CN(C1C=CN=CC=1)C.C(Cl)Cl>[CH2:21]([O:23][C:24](=[O:31])[C@@H:25]([NH:26][C:16]([C@@H:11]1[CH2:12][S:13][CH2:14][CH2:15][N:10]1[S:7]([C:4]1[CH:3]=[CH:2][C:1]([CH3:19])=[CH:6][CH:5]=1)(=[O:8])=[O:9])=[O:18])[CH2:27][CH:28]([CH3:29])[CH3:30])[CH3:22] |f:1.2|. Procedure: 6 ml (0.042 mol) of TEA was added to a mixture of 4.2 g (0.14 mol) of (3R)-4-(Toluene-4-sulfonyl)-thiomorpholine-3-carboxylic acid, 3.0 g (0.017 mol) of L-leucine ethyl ester hydrochloride, 3.2 g (0.014 mol) of DCC, and 1.7 g (0.014 mol) of DMAP in 200 ml of CH2Cl2, and the mixture was reacted at room temperature for 24 h. After the reaction, the solid was removed by sucking filtration, the solvent was removed by evaporation, the residue was dissolved with an appropriate amount of ethyl acetate,... Starting materials: COC(=O)Cc1ccccc1, CC(C)I, N, [Na], C1CCOC1. Product: COC(=O)C(c1ccccc1)C(C)C. Reaction SMILES: [CH3:3][O:4][C:5]([CH2:6][c:7]1[cH:8][cH:9][cH:10][cH:11][cH:12]1)=[O:13].[CH:14]([CH3:15])([CH3:16])[I:17].[NH3:2].[Na:1].[O:18]1[CH2:19][CH2:20][CH2:21][CH2:22]1>>[CH3:3][O:4][C:5]([CH:6]([c:7]1[cH:8][cH:9][cH:10][cH:11][cH:12]1)[CH:14]([CH3:15])[CH3:16])=[O:13]. Starting materials: COC1=CC=C(C=C1)C(C(Cl)C1=CC=C(C=C1)OC)=O (1,2-bis(4-methoxyphenyl)-2-chloroethanone), C(C)(C)(C)OC(=O)NC(C(N)=S)(C)C (2-tert-butyloxycarbonylamino-2-methylpropanethioamide), O (water). The solvent is CN(C=O)C (dimethylformamide). Run at temperature 70 celsius, time 6 hour. The product is Cl.NC(C)(C)C=1SC(=C(N1)C1=CC=C(C=C1)OC)C1=CC=C(C=C1)OC (2-(1-amino-1-methylethyl)-4,5-bis(4-methoxyphenyl)thiazole hydrochloride). Yield: 81.8%. As a reaction SMILES: [CH3:1][O:2][C:3]1[CH:8]=[CH:7][C:6]([C:9](=O)[CH:10]([C:12]2[CH:17]=[CH:16][C:15]([O:18][CH3:19])=[CH:14][CH:13]=2)[Cl:11])=[CH:5][CH:4]=1.C(OC([NH:28][C:29]([CH3:34])([CH3:33])[C:30](=[S:32])[NH2:31])=O)(C)(C)C.O>CN(C)C=O>[ClH:11].[NH2:28][C:29]([C:30]1[S:32][C:10]([C:12]2[CH:17]=[CH:16][C:15]([O:18][CH3:19])=[CH:14][CH:13]=2)=[C:9]([C:6]2[CH:7]=[CH:8][C:3]([O:2][CH3:1])=[CH:4][CH:5]=2)[N:31]=1)([CH3:34])[CH3:33] |f:4.5|. Reported procedure: A mixture of 1,2-bis(4-methoxyphenyl)-2-chloroethanone (5.00 g) and 2-tert-butyloxycarbonylamino-2-methylpropanethioamide (4.50 g) in dimethylformamide (25 ml) was stirred at 70° C. for 6 hours. After allowing to cool to the ambient temperature, the reaction mixture was dropped into water. The precipitates were collected by filtration. The resulting residue (6.28 g) was dissolved with dichloromethane (120 ml), and stirred at 2° C. To the reaction mixture was added 1,4-dioxan solution of 4N hydro... Reactants: CO, Cl, Cc1cc(Nc2nn(-c3ccc(C(C)(C)C)cc3)c(=O)c3ccc(N)cc23)n(C(C)(C)C)n1. The product is Cc1cc(Nc2nn(-c3ccc(C(C)(C)C)cc3)c(=O)c3ccc(N)cc23)[nH]n1. RXN SMILES: [CH3:35][OH:36].[ClH:34].[NH2:1][c:2]1[cH:3][c:4]2[c:5]([NH:23][c:24]3[n:25]([C:30]([CH3:31])([CH3:32])[CH3:33])[n:26][c:27]([CH3:29])[cH:28]3)[n:6][n:7](-[c:13]3[cH:14][cH:15][c:16]([C:19]([CH3:20])([CH3:21])[CH3:22])[cH:17][cH:18]3)[c:8](=[O:12])[c:9]2[cH:10][cH:11]1>>[NH2:1][c:2]1[cH:3][c:4]2[c:5]([NH:23][c:24]3[nH:25][n:26][c:27]([CH3:29])[cH:28]3)[n:6][n:7](-[c:13]3[cH:14][cH:15][c:16]([C:19]([CH3:20])([CH3:21])[CH3:22])[cH:17][cH:18]3)[c:8](=[O:12])[c:9]2[cH:10][cH:11]1.